Dataset: the Open Reaction Database (ORD), a public repository of structured organic reaction records. Task: describe an organic reaction: reactants, conditions, products, and yield Reactants: CC1(OB(OC1(C)C)C=1C=CC2=C(COC3=CC(=CC=C23)C=2C=CC3=C(NC(=N3)[C@@H]3N([C@H]4CCC3C4)C(=O)OC(C)(C)C)C2)C1)C ((1S,3R)-tert-butyl 3-(6-(8-(4,4,5,5-tetramethyl-1,3,2-dioxaborolan-2-yl)-6H-benzo[c]chromen-3-yl)-1H-benzo[d]imidazol-2-yl)-2-azabicyclo[2.2.1]heptane-2-carboxylate), BrC1=CN=C(N1)[C@H]1N(CCC1)C([C@H](C(C)C)NC(OC)=O)=O (methyl (S)-1-((S)-2-(5-bromo-1H-imidazol-2-yl)pyrrolidin-1-yl)-3-methyl-1-oxobutan-2-ylcarbamate), C([O-])([O-])=O.[K+].[K+] (potassium carbonate). Reagents/catalysts: [Pd].C1(=CC=CC=C1)P(C1=CC=CC=C1)C1=CC=CC=C1.C1(=CC=CC=C1)P(C1=CC=CC=C1)C1=CC=CC=C1.C1(=CC=CC=C1)P(C1=CC=CC=C1)C1=CC=CC=C1.C1(=CC=CC=C1)P(C1=CC=CC=C1)C1=CC=CC=C1 (tetrakis(triphenylphosphine) palladium(0)), C1=CC=C(C=C1)P([C-]2C=CC=C2)C3=CC=CC=C3.C1=CC=C(C=C1)P([C-]2C=CC=C2)C3=CC=CC=C3.Cl[Pd]Cl.[Fe+2] (dichloro[1,1′-bis(diphenylphosphino)ferrocene]palladium(II)). Solvent: COCCOC (1,2-dimethoxyethane), CN(C=O)C (dimethylformamide). Conditions: temperature 85 celsius. Yields the product COC(=O)N[C@H](C(=O)N1[C@@H](CCC1)C=1NC(=CN1)C=1C=CC2=C(COC3=CC(=CC=C23)C=2C=CC3=C(NC(=N3)[C@@H]3N([C@H]4CCC3C4)C(=O)OC(C)(C)C)C2)C1)C(C)C ((1S,3R)-tert-butyl 3-(6-(8-(2-((S)-1-((S)-2-(methoxycarbonylamino)-3-methyl-butanoyl)pyrrolidin-2-yl)-1H-imidazol-5-yl)-6H-benzo[c]chromen-3-yl)-1H-benzo[d]imidazol-2-yl)-2-azabicyclo[2.2.1]heptane-2-carboxylate). Isolated yield 20.2%. RXN SMILES: CC1(C)C(C)(C)OB([C:9]2[CH:10]=[CH:11][C:12]3[C:21]4[C:16](=[CH:17][C:18]([C:22]5[CH:23]=[CH:24][C:25]6[N:29]=[C:28]([C@H:30]7[CH:35]8[CH2:36][C@H:32]([CH2:33][CH2:34]8)[N:31]7[C:37]([O:39][C:40]([CH3:43])([CH3:42])[CH3:41])=[O:38])[NH:27][C:26]=6[CH:44]=5)=[CH:19][CH:20]=4)[O:15][CH2:14][C:13]=3[CH:45]=2)O1.Br[C:48]1[NH:52][C:51]([C@@H:53]2[CH2:57][CH2:56][CH2:55][N:54]2[C:58](=[O:68])[C@@H:59]([NH:63][C:64](=[O:67])[O:65][CH3:66])[CH:60]([CH3:62])[CH3:61])=[N:50][CH:49]=1.C(=O)([O-])[O-].[K+].[K+]>COCCOC.CN(C)C=O.[Pd].C1(P(C2C=CC=CC=2)C2C=CC=CC=2)C=CC=CC=1.C1(P(C2C=CC=CC=2)C2C=CC=CC=2)C=CC=CC=1.C1(P(C2C=CC=CC=2)C2C=CC=CC=2)C=CC=CC=1.C1(P(C2C=CC=CC=2)C2C=CC=CC=2)C=CC=CC=1.C1C=CC(P(C2C=CC=CC=2)[C-]2C=CC=C2)=CC=1.C1C=CC(P(C2C=CC=CC=2)[C-]2C=CC=C2)=CC=1.Cl[Pd]Cl.[Fe+2]>[CH3:66][O:65][C:64]([NH:63][C@@H:59]([CH:60]([CH3:62])[CH3:61])[C:58]([N:54]1[CH2:55][CH2:56][CH2:57][C@H:53]1[C:51]1[NH:52][C:48]([C:9]2[CH:10]=[CH:11][C:12]3[C:21]4[C:16](=[CH:17][C:18]([C:22]5[CH:23]=[CH:24][C:25]6[N:29]=[C:28]([C@H:30]7[CH:35]8[CH2:36][C@H:32]([CH2:33][CH2:34]8)[N:31]7[C:37]([O:39][C:40]([CH3:41])([CH3:43])[CH3:42])=[O:38])[NH:27][C:26]=6[CH:44]=5)=[CH:19][CH:20]=4)[O:15][CH2:14][C:13]=3[CH:45]=2)=[CH:49][N:50]=1)=[O:68])=[O:67] |f:2.3.4,7.8.9.10.11,12.13.14.15|. Reported procedure: To a solution of (1S,3R)-tert-butyl 3-(6-(8-(4,4,5,5-tetramethyl-1,3,2-dioxaborolan-2-yl)-6H-benzo[c]chromen-3-yl)-1H-benzo[d]imidazol-2-yl)-2-azabicyclo[2.2.1]heptane-2-carboxylate (275 mg, 0.44 mmol), methyl (S)-1-((S)-2-(5-bromo-1H-imidazol-2-yl)pyrrolidin-1-yl)-3-methyl-1-oxobutan-2-ylcarbamate (221 mg, 0.55 mmol), tetrakis(triphenylphosphine) palladium(0) (20 mg, 0.02 mmol) and dichloro[1,1′-bis(diphenylphosphino)ferrocene]palladium(II) (26 mg, 0.04 mmol) in a mixture of 1,2-dimethoxyethane... The reactants are C(CCl)Cl (EDC), CCC1=CC=CC2=C1NC(=C2C)CN ((7-ethyl-3-methyl-1H-indol-2-yl)-N-methanamine), Cl.O=C1NC2=C(OC1)C=C(C=N2)/C=C/C(=O)O ((E)-3-(3-oxo-3,4,dihydro-2H-pyrido[3,2-b][1,4]oxazin-7-yl)acrylic acid hydrochloride), CCN(C(C)C)C(C)C (DIPEA), CN(C)C=O (DMF). Solvent: O (H2O), O (water). Yields the product CC1=CNC2=CC(=C(C=C12)CN(C(\C=C\C1C(NC2=C(O1)C=CC=N2)=O)=O)C)C ((E)-N-((3,6-dimethyl-1H-indol-5-yl)methyl)-N-methyl-3-(3-oxo-3,4-dihydro-2H-pyrido[3,2-b][1,4]oxazin-yl)acrylamide). As a reaction SMILES: [CH2:1](Cl)[CH2:2]Cl.CC[C:7]1[C:12]2[NH:13][C:14](CN)=[C:15]([CH3:16])[C:11]=2[CH:10]=[CH:9][CH:8]=1.Cl.[O:20]=[C:21]1[CH2:26][O:25][C:24]2[CH:27]=[C:28](/C=C/C(O)=O)[CH:29]=[N:30][C:23]=2[NH:22]1.[CH3:36][CH2:37]N(C(C)C)C(C)C.[CH3:45][N:46]([CH:48]=[O:49])C>O>[CH3:16][C:15]1[C:11]2[C:12](=[CH:7][C:1]([CH3:2])=[C:9]([CH2:8][N:46]([CH3:45])[C:48](=[O:49])/[CH:36]=[CH:37]/[CH:26]3[O:25][C:24]4[CH:27]=[CH:28][CH:29]=[N:30][C:23]=4[NH:22][C:21]3=[O:20])[CH:10]=2)[NH:13][CH:14]=1 |f:2.3|. Procedure details: EDC (198 mg, 1.0 mmol) was added to a solution of (7-ethyl-3-methyl-1H-indol-2-yl)-N-methanamine (150 mg, 0.8 mmol), (E)-3-(3-oxo-3,4,dihydro-2H-pyrido[3,2-b][1,4]oxazin-7-yl)acrylic acid hydrochloride (224 mg, 0.87 mmol) HOBT.H2O (107 mg, 0.8 mmol) and DIPEA (0.57 mL, 3.1 mmol) in dry DMF (5 mL). After heating overnight, water was added. The precipitate that formed was washed with ethyl acetate and dried (184 mg, 59%). 1H NMR (300 MHz, DMSO-d6) δ, 11.42 (s, 1H), 10, 45 (s, 1H), 8.24-8.05 (rotam... Starting materials: SC1=NN=C(N1C1=CC=CC=C1)C (3-mercapto-5-methyl-4-phenyl-1,2,4-triazole), C[O-].[Na+] (sodium methylate), CI (methyl iodide). Solvent: CO (methanol). Run at time 10 minute. The product is CC=1N(C(=NN1)SC)C1=CC=CC=C1 (5-methyl-3-methylthio-4-phenyl-1,2,4-triazole). As a reaction SMILES: [SH:1][C:2]1[N:6]([C:7]2[CH:12]=[CH:11][CH:10]=[CH:9][CH:8]=2)[C:5]([CH3:13])=[N:4][N:3]=1.[CH3:14][O-].[Na+].CI>CO>[CH3:13][C:5]1[N:6]([C:7]2[CH:12]=[CH:11][CH:10]=[CH:9][CH:8]=2)[C:2]([S:1][CH3:14])=[N:3][N:4]=1 |f:1.2|. Procedure: In 200 ml of methanol was suspended 19.1 g of 3-mercapto-5-methyl-4-phenyl-1,2,4-triazole and then 20 g of a 28% sodium methylate solution to the suspension. After 10 minutes, 15 g of methyl iodide was added dropwise to the mixture. After performing the reaction for 10 minutes, methanol was distilled off and the product was extracted with ethyl acetate to provide 5-methyl-3-methylthio-4-phenyl-1,2,4-triazole. Starting materials: ClC=1C=NN(C1)C1=CC=C(C=C1)[N+](=O)[O-] (4-chloro-1-(4-nitrophenyl)pyrazole), [Cl-].[NH4+] (ammonium chloride). The reagents and catalysts are [Fe] (Iron). Run in C(C)O (ethanol), O (water). Product: ClC=1C=NN(C1)C1=CC=C(N)C=C1 (4-(4-chloro-1-pyrazolyl)aniline). Reaction SMILES: [Cl:1][C:2]1[CH:3]=[N:4][N:5]([C:7]2[CH:12]=[CH:11][C:10]([N+:13]([O-])=O)=[CH:9][CH:8]=2)[CH:6]=1.[Cl-].[NH4+]>C(O)C.O.[Fe]>[Cl:1][C:2]1[CH:3]=[N:4][N:5]([C:7]2[CH:12]=[CH:11][C:10]([NH2:13])=[CH:9][CH:8]=2)[CH:6]=1 |f:1.2|. Reported procedure: Iron powder (0.75 g, 13.5 mmol) is added to a mixture of 4-chloro-1-(4-nitrophenyl)pyrazole (0.61 g, 2.7 mmol) and ammonium chloride (1.46 g, 27.0 mmol) in 45 ml ethanol and 16 ml water at 65°-70° over a period of 45 min. The reaction mixture is filtered and the solid is washed with ethyl acetate. Solvent is removed from the filtrate and the residue is taken into ethyl acetate, washed with water and with brine and dried to give 4-(4-chloro-1-pyrazolyl)aniline.